Dataset: the Open Reaction Database (ORD), a public repository of structured organic reaction records. Task: describe an organic reaction: reactants, conditions, products, and yield Starting materials: ClC=1C=C(CCl)C=CC1Cl (3,4-Dichlorobenzyl chloride), COC(=O)C=1NC2=CC=CC=C2C1CC(=O)OC (methyl 2-methoxycarbonyl-3-indoleacetate), C([O-])([O-])=O.[K+].[K+] (potassium carbonate). Solvent: C(C)#N (acetonitrile). Conditions: temperature 80 celsius. Product: ClC=1C=C(CN2C(=C(C3=CC=CC=C23)CC(=O)OC)C(=O)OC)C=CC1Cl (Methyl N-(3,4-dichlorobenzyl)-2-methoxycarbonyl-3-indoleacetate). The yield is 65.1%. As a reaction SMILES: [Cl:1][C:2]1[CH:3]=[C:4]([CH:7]=[CH:8][C:9]=1[Cl:10])[CH2:5]Cl.[CH3:11][O:12][C:13]([C:15]1[NH:16][C:17]2[C:22]([C:23]=1[CH2:24][C:25]([O:27][CH3:28])=[O:26])=[CH:21][CH:20]=[CH:19][CH:18]=2)=[O:14].C(=O)([O-])[O-].[K+].[K+]>C(#N)C>[Cl:1][C:2]1[CH:3]=[C:4]([CH:7]=[CH:8][C:9]=1[Cl:10])[CH2:5][N:16]1[C:17]2[C:22](=[CH:21][CH:20]=[CH:19][CH:18]=2)[C:23]([CH2:24][C:25]([O:27][CH3:28])=[O:26])=[C:15]1[C:13]([O:12][CH3:11])=[O:14] |f:2.3.4|. Reported procedure: 3,4-Dichlorobenzyl chloride (8.2 g) was added to a stirred solution of methyl 2-methoxycarbonyl-3-indoleacetate (6.5 g) and potassium carbonate (8.36 g) in acetonitrile (200 ml) under an atmosphere of argon. The reaction was heated to 80° C. for 24 hours. The reaction was concentrated in vacuo and partitioned between ethyl acetate and water. Combined organic extracts were washed with saturated aqueous sodium chloride solution, dried (MgSO4) and concentrated in vacuo. The residue was purified by ... The reactants are [Br-].C(N)(=O)C=1C=[N+](C=CC1)CCC(NCCC1=CC=CC=C1)=O (3-Carbamoyl-1-{2'-[N-(β-phenylethyl)carbamoyl]ethyl}pyridinium bromide), S(=O)([O-])S(=O)[O-].[Na+].[Na+] (sodium dithionite). Reported procedure: The product of Example 124 (3.78 g, 0.01 mol) was reduced according to the procedure described in Example 126 with sodium dithionite (6.96 g, 0.04 mol). After completion of the reaction, the product was extracted with ethyl acetate, washed with water, dried over anhydrous sodium sulfate, and the solvent was evaporated in vacuo. A yield of 2.4 g (80%) of the title compound was obtained as a yellowish amorphous powder, m.p. 121°-123° C. UV max (methanol) 350 nm; IR (KBr) 3430 (NH), 3260 (NH), 1670... Isolated yield 80.2%. Yields the product C(N)(=O)C1=CN(C=CC1)CCC(NCCC1=CC=CC=C1)=O (3-Carbamoyl-1-{2'-[N-(β-phenylethyl)carbamoyl]ethyl}-1,4-dihydropyridine). RXN SMILES: [Br-].[C:2]([C:5]1[CH:6]=[N+:7]([CH2:11][CH2:12][C:13](=[O:23])[NH:14][CH2:15][CH2:16][C:17]2[CH:22]=[CH:21][CH:20]=[CH:19][CH:18]=2)[CH:8]=[CH:9][CH:10]=1)(=[O:4])[NH2:3].S(S([O-])=O)([O-])=O.[Na+].[Na+]>>[C:2]([C:5]1[CH2:10][CH:9]=[CH:8][N:7]([CH2:11][CH2:12][C:13](=[O:23])[NH:14][CH2:15][CH2:16][C:17]2[CH:22]=[CH:21][CH:20]=[CH:19][CH:18]=2)[CH:6]=1)(=[O:4])[NH2:3] |f:0.1,2.3.4|. The reactants are C(CCCCC)(=O)Cl (Hexanoyl chloride), C(C=C)N (Allylamine). Run in O1CCCC1 (tetrahydrofuran), O1CCCC1 (tetrahydrofuran). Run at temperature 15 celsius, time 15 minute. Yields the product C(C=C)NC(CCCCC)=O (N-allyl hexanamide). Yield: 95.3%. As a reaction SMILES: [C:1](Cl)(=[O:7])[CH2:2][CH2:3][CH2:4][CH2:5][CH3:6].[CH2:9]([NH2:12])[CH:10]=[CH2:11]>O1CCCC1>[CH2:9]([NH:12][C:1](=[O:7])[CH2:2][CH2:3][CH2:4][CH2:5][CH3:6])[CH:10]=[CH2:11]. Reported procedure: Hexanoyl chloride (33 g, 0.25 mol) in 250 mL of tetrahydrofuran was added to a three neck round bottom flask equipped with a thermometer, stir bar, and dropping funnel. The contents of the flask were then cooled to 15° C. in an ice bath while stirring. Allylamine (28.6 g 0.5 mol) in 200 mL of tetrahydrofuran was then added slowly through the dropping funnel while maintaining stirring. Throughout the addition, the temperature was maintained at 15° C. After addition was complete, stirring continue... Starting materials: FC1=C(C(=CC(=C1)F)C=CC1=CC=C(C=C1)C1(CCOCC1)OC)NC(C(C)(C)C)=O (N-{2,4-Difluoro-6-[4-(4-Methoxytetrahydropyran-4-yl)Phenylethenyl]- Phenyl}Pivalamide). The reagents and catalysts are [Pd] (palladium on charcoal). The solvent is C(C)O (ethanol). Product: FC1=C(C(=CC(=C1)F)CCC1=CC=C(C=C1)C1(CCOCC1)OC)NC(C(C)(C)C)=O (N-(2,4Difluoro-6-{2-[4(4-Methoxytetrahydropyran-4-yl)Phenyl]Ethyl}- Phenyl)Pivalamide). RXN SMILES: [F:1][C:2]1[CH:7]=[C:6]([F:8])[CH:5]=[C:4]([CH:9]=[CH:10][C:11]2[CH:16]=[CH:15][C:14]([C:17]3([O:23][CH3:24])[CH2:22][CH2:21][O:20][CH2:19][CH2:18]3)=[CH:13][CH:12]=2)[C:3]=1[NH:25][C:26](=[O:31])[C:27]([CH3:30])([CH3:29])[CH3:28]>C(O)C.[Pd]>[F:1][C:2]1[CH:7]=[C:6]([F:8])[CH:5]=[C:4]([CH2:9][CH2:10][C:11]2[CH:16]=[CH:15][C:14]([C:17]3([O:23][CH3:24])[CH2:22][CH2:21][O:20][CH2:19][CH2:18]3)=[CH:13][CH:12]=2)[C:3]=1[NH:25][C:26](=[O:31])[C:27]([CH3:29])([CH3:28])[CH3:30]. Procedure: To a solution of the product from Example 6 (3.0 g) in ethanol, was added 10% palladium on charcoal (300 mg). The reaction mixture was treated with H2 at atmospheric pressure until uptake ceased. On completion, the reaction was filtered and the solvent was removed from the filtrate in vacuo to give a green oil. Traces of remaining catalyst were removed by filtration to give a yellow oil. The oil was precipitated from ethyl acetate/40°-60° petroleum ether to afford the title compound as a white s... Run in CO (methanol), [H][H] (hydrogen). The reagents and catalysts are [OH-].[Pd+2].[OH-] (palladium hydroxide). Yields the product OC1C(CNCC1)CC(C)C (4-hydroxy-3-isobutylpiperidine). The reactants are C(C1=CC=CC=C1)N1CC(C(CC1)O)CC(C)C (1-benzyl-4-hydroxy-3-isobutylpiperidine). Procedure details: A mixture of 1-benzyl-4-hydroxy-3-isobutylpiperidine (0.63 g, 2.5 mmole) and 20% palladium hydroxide (0.1 g) in methanol (20 ml) was stirred in hydrogen atmosphere (1 atm.) for 48 hr at 35° C. Catalyst was filtered off, washed with methanol, filtrate was concentrated to dryness to give 4-hydroxy-3-isobutylpiperidine as oil. Yield 0.35 g (91%), C9H19NO, m/z 158 (M+1). RXN SMILES: C([N:8]1[CH2:13][CH2:12][CH:11]([OH:14])[CH:10]([CH2:15][CH:16]([CH3:18])[CH3:17])[CH2:9]1)C1C=CC=CC=1>CO.[H][H].[OH-].[Pd+2].[OH-]>[OH:14][CH:11]1[CH2:12][CH2:13][NH:8][CH2:9][CH:10]1[CH2:15][CH:16]([CH3:18])[CH3:17] |f:3.4.5|. Starting materials: CN(/C=C/C(=O)C1=CC=C2C(=NN(C2=C1)COCC[Si](C)(C)C)CC)C ((2E)-3-(dimethylamino)-1-(3-Ethyl-1-{[2-(trimethylsilyl)ethoxy]methyl}-1H-indazol-6-yl)prop-2-en-1-one), Cl.C(C1=CC=CC=C1)OC=1C=C(C=CC1)NN (3-benzyloxyphenylhydrazine hydrochloride). The solvent is C(C)O (ethanol). Conditions: time 5 minute. The product is C(C1=CC=CC=C1)OC=1C=C(C=CC1)N1N=CC=C1C1=CC=C2C(=NNC2=C1)CC (6-{1-[3-(benzyloxy)phenyl]-1H-pyrazol-5-yl}-3-ethyl-1H-indazole). Isolated yield 59.2%. As a reaction SMILES: C[N:2](C)/[CH:3]=[CH:4]/[C:5]([C:7]1[CH:15]=[C:14]2[C:10]([C:11]([CH2:24][CH3:25])=[N:12][N:13]2COCC[Si](C)(C)C)=[CH:9][CH:8]=1)=O.Cl.[CH2:28]([O:35][C:36]1[CH:37]=[C:38]([NH:42]N)[CH:39]=[CH:40][CH:41]=1)[C:29]1[CH:34]=[CH:33][CH:32]=[CH:31][CH:30]=1>C(O)C>[CH2:28]([O:35][C:36]1[CH:37]=[C:38]([N:42]2[C:5]([C:7]3[CH:15]=[C:14]4[C:10]([C:11]([CH2:24][CH3:25])=[N:12][NH:13]4)=[CH:9][CH:8]=3)=[CH:4][CH:3]=[N:2]2)[CH:39]=[CH:40][CH:41]=1)[C:29]1[CH:30]=[CH:31][CH:32]=[CH:33][CH:34]=1 |f:1.2|. Procedure: (2E)-3-(dimethylamino)-1-(3-Ethyl-1-{[2-(trimethylsilyl)ethoxy]methyl}-1H-indazol-6-yl)prop-2-en-1-one (256 mg, 0.685 mmol) and 3-benzyloxyphenylhydrazine hydrochloride (270 mg, 1.1 mmol) were dissolved in ethanol (4 mL) in a 10 mL sealed tube. The mixture was subjected to microwave radiation (300 watts, 160° C.) for 5 minutes. The solvent was removed and the residue was extracted with ethyl acetate, then washed with water and brine. Removal of volatiles provided a tan solid, which was purified ... Reactants: CS(C)=O, CC(C)OC(=O)Cl, Cn1ncc(Br)c1-c1cc(N)ccc1OCCN1CCCCCC1. The product is CC(C)OC(=O)Nc1ccc(OCCN2CCCCCC2)c(-c2c(Br)cnn2C)c1. Reaction SMILES: [CH3:32][S:33]([CH3:34])=[O:35].[Cl:25][C:26](=[O:27])[O:28][CH:29]([CH3:30])[CH3:31].[N:1]1([CH2:8][CH2:9][O:10][c:11]2[c:12](-[c:18]3[n:19]([CH3:24])[n:20][cH:21][c:22]3[Br:23])[cH:13][c:14]([NH2:17])[cH:15][cH:16]2)[CH2:2][CH2:3][CH2:4][CH2:5][CH2:6][CH2:7]1>>[N:1]1([CH2:8][CH2:9][O:10][c:11]2[c:12](-[c:18]3[n:19]([CH3:24])[n:20][cH:21][c:22]3[Br:23])[cH:13][c:14]([NH:17][C:26](=[O:27])[O:28][CH:29]([CH3:30])[CH3:31])[cH:15][cH:16]2)[CH2:2][CH2:3][CH2:4][CH2:5][CH2:6][CH2:7]1.